From a dataset of the Open Reaction Database (ORD), a public repository of structured organic reaction records. describe an organic reaction: reactants, conditions, products, and yield Starting materials: BrC1=CC=C(C=C1)N1C=NC2=C1C=C(N2)C(=O)OCC (ethyl 1-(4-bromophenyl)-1,4-dihydropyrrolo[2,3-d]imidazole-5-carboxylate). Reagents/catalysts: [Pd] (Pd—C). Run in C(C)O (ethanol), C(C)(=O)OCC (ethyl acetate). Run at time 16 hour. Product: C1(=CC=CC=C1)N1C=NC2=C1C=C(N2)C(=O)OCC (ethyl 1-phenyl-1,4-dihydropyrrolo[2,3-d]imidazole-5-carboxylate). As a reaction SMILES: Br[C:2]1[CH:7]=[CH:6][C:5]([N:8]2[C:12]3[CH:13]=[C:14]([C:16]([O:18][CH2:19][CH3:20])=[O:17])[NH:15][C:11]=3[N:10]=[CH:9]2)=[CH:4][CH:3]=1>C(O)C.C(OCC)(=O)C.[Pd]>[C:5]1([N:8]2[C:12]3[CH:13]=[C:14]([C:16]([O:18][CH2:19][CH3:20])=[O:17])[NH:15][C:11]=3[N:10]=[CH:9]2)[CH:4]=[CH:3][CH:2]=[CH:7][CH:6]=1. Procedure: A suspension of ethyl 1-(4-bromophenyl)-1,4-dihydropyrrolo[2,3-d]imidazole-5-carboxylate (EXAMPLE 1) (50 mg) and 10% Pd—C (100 mg) in ethanol (10 mL) and ethyl acetate (10 mL), was hydrogenated at atmospheric pressure for 16 h. The catalyst was removed by filtration through Celite and the filtrate concentrated in vacuo to yield ethyl 1-phenyl-1,4-dihydropyrrolo[2,3-d]imidazole-5-carboxylate EXAMPLE 2. LC-MS (ES+): m/z 256 [MH+]. 1H NMR (DMSO-d6, 400 MHz): δ=1.46 (t, J=7.1 Hz, 3H), 4.42 (q, J=7.1...